Task: describe an organic reaction: reactants, conditions, products, and yield. Dataset: the Open Reaction Database (ORD), a public repository of structured organic reaction records Starting materials: IC1=CC=C(C=C1)/C(=C/C(=O)OCC)/C ((E)-ethyl 3-(4-iodophenyl)-but-2-enoate), ClC=1C=C(C=C(C1)Cl)B(O)O (3,5-dichlorobenzene boronic acid). Yields the product ClC=1C=C(C=C(C1)Cl)C1=CC=C(C=C1)/C(=C/C(=O)OCC)/C ((E)-ethyl 3-(3′,5′-dichloro-biphenyl-4-yl)-but-2-enoate). Reaction SMILES: I[C:2]1[CH:7]=[CH:6][C:5](/[C:8](/[CH3:15])=[CH:9]/[C:10]([O:12][CH2:13][CH3:14])=[O:11])=[CH:4][CH:3]=1.[Cl:16][C:17]1[CH:18]=[C:19](B(O)O)[CH:20]=[C:21]([Cl:23])[CH:22]=1>>[Cl:16][C:17]1[CH:18]=[C:19]([C:2]2[CH:7]=[CH:6][C:5](/[C:8](/[CH3:15])=[CH:9]/[C:10]([O:12][CH2:13][CH3:14])=[O:11])=[CH:4][CH:3]=2)[CH:20]=[C:21]([Cl:23])[CH:22]=1. Procedure details: The colourless solid (E)-ethyl 3-(3′,5′-dichloro-biphenyl-4-yl)-but-2-enoate was prepared from (E)-ethyl 3-(4-iodophenyl)-but-2-enoate (example 91 a) and 3,5-dichlorobenzene boronic acid by a procedure analogous to that described in example 52a. Procedure details: 4-Chloro-7-[1-(tert-butoxycarbonyl)-5-formylindol-2-yl]isoindolinone (20.0 mg, 0.0487 mmol) was dissolved in dichloromethane (0.5 mL), and the solution was added with benzylamine (0.011 mL, 0.10 mmol) and sodium triacetoxyborohydride (32 mg, 0.15 mmol) followed by stirring at room temperature for 16 hours. The reaction mixture was added with 3 mol/L aquous sodium hydroxide solution, extracted with dichloromethane. The organic layer was dried over anhydrous sodium sulfate. The mixture was added w... Reactants: [OH-].[Na+] (sodium hydroxide), C(C1=CC=CC=C1)N (benzylamine), C(C)(=O)O[BH-](OC(C)=O)OC(C)=O.[Na+] (sodium triacetoxyborohydride), ClC1=C2CNC(C2=C(C=C1)C=1N(C2=CC=C(C=C2C1)C=O)C(=O)OC(C)(C)C)=O (4-Chloro-7-[1-(tert-butoxycarbonyl)-5-formylindol-2-yl]isoindolinone). Conditions: time 16 hour. RXN SMILES: [Cl:1][C:2]1[CH:10]=[CH:9][C:8]([C:11]2[N:12]([C:22]([O:24][C:25]([CH3:28])([CH3:27])[CH3:26])=[O:23])[C:13]3[C:18]([CH:19]=2)=[CH:17][C:16]([CH:20]=O)=[CH:15][CH:14]=3)=[C:7]2[C:3]=1[CH2:4][NH:5][C:6]2=[O:29].[CH2:30]([NH2:37])[C:31]1[CH:36]=[CH:35][CH:34]=[CH:33][CH:32]=1.C(O[BH-](OC(=O)C)OC(=O)C)(=O)C.[Na+].[OH-].[Na+]>ClCCl>[Cl:1][C:2]1[CH:10]=[CH:9][C:8]([C:11]2[N:12]([C:22]([O:24][C:25]([CH3:27])([CH3:28])[CH3:26])=[O:23])[C:13]3[C:18]([CH:19]=2)=[CH:17][C:16]([CH2:20][NH:37][CH2:30][C:31]2[CH:36]=[CH:35][CH:34]=[CH:33][CH:32]=2)=[CH:15][CH:14]=3)=[C:7]2[C:3]=1[CH2:4][NH:5][C:6]2=[O:29] |f:2.3,4.5|. The product is ClC1=C2CNC(C2=C(C=C1)C=1N(C2=CC=C(C=C2C1)CNCC1=CC=CC=C1)C(=O)OC(C)(C)C)=O (4-chloro-7-[1-(tert-butoxycarbonyl)-5-(benzylaminomethyl)indol-2-yl]isoindolinone). The solvent is ClCCl (dichloromethane).